This data is from the Open Reaction Database (ORD), a public repository of structured organic reaction records. The task is: describe an organic reaction: reactants, conditions, products, and yield Reactants: BrC=1C=C(C(=O)OC)C=CC1O (methyl 3-bromo-4-hydroxybenzoate), BrCCBr (BrCH2CH2Br), C(=O)([O-])[O-].[K+].[K+] (K2CO3), CCOC(=O)C (EtOAc). The solvent is CN(C)C=O (DMF). Run at temperature 60 celsius. Product: BrC=1C=C(C(=O)OC)C=CC1OCCBr (methyl 3-bromo-4-(2-bromoethoxy)benzoate). The yield is 80.0%. RXN SMILES: [Br:1][C:2]1[CH:3]=[C:4]([CH:9]=[CH:10][C:11]=1[OH:12])[C:5]([O:7][CH3:8])=[O:6].[Br:13][CH2:14][CH2:15]Br.C([O-])([O-])=O.[K+].[K+].CCOC(C)=O>CN(C=O)C>[Br:1][C:2]1[CH:3]=[C:4]([CH:9]=[CH:10][C:11]=1[O:12][CH2:15][CH2:14][Br:13])[C:5]([O:7][CH3:8])=[O:6] |f:2.3.4|. Procedure: To a stirred solution of methyl 3-bromo-4-hydroxybenzoate (5.0 g, 1.0 eq) in 20 mL DMF were added BrCH2CH2Br (11 mL, 6.0 eq) and K2CO3 (6.0 g, 2.0 eq). The mixture was heated to 60° C. for 6 h and purified by column chromatography with petroleum ether:EtOAc=3:1 to give the desired product (6.0 g, 80% yield). 1H NMR (400 MHz, CDCl3) δ 8.24 (s, 1H), 7.96 (d, J=8.8 Hz, 1H), 6.90 (d, J=8.8 Hz, 1H), 4.40 (t, J=6.8 Hz, 2H), 3.90 (s, 3H), 3.71 (t, J=6.4 Hz, 2H) Reactants: C(C)(=O)OCC (ethyl acetate), NC1=NNC(=C1)C1=CC=C(C=C1)Cl (3-Amino-5-(4-chlorophenyl)pyrazole), Cl.C1(=CC=CC=C1)N1CCC(CC1)C(=O)O (1-phenylpiperidine-4-carboxylic acid hydrochloride), Cl.CN(CCCN=C=NCC)C (1-(3-dimethylaminopropyl)-3-ethylcarbodiimide hydrochloride). Run in N1=CC=CC=C1 (pyridine). Run at time 8 hour. Yields the product ClC1=CC=C(C=C1)C1=C(C(=NN1)C1CCN(CC1)C1=CC=CC=C1)N=C=O (5-(4-chlorophenyl)-3-(1-phenylpiperidin-4-yl)-carbonylaminopyrazole). As a reaction SMILES: N[C:2]1[CH:6]=[C:5]([C:7]2[CH:12]=[CH:11][C:10]([Cl:13])=[CH:9][CH:8]=2)[NH:4][N:3]=1.Cl.[C:15]1([N:21]2[CH2:26][CH2:25][CH:24](C(O)=O)[CH2:23][CH2:22]2)[CH:20]=[CH:19][CH:18]=[CH:17][CH:16]=1.Cl.C[N:32]([CH3:41])CCCN=C=NCC.C(OCC)(=[O:44])C>N1C=CC=CC=1>[Cl:13][C:10]1[CH:11]=[CH:12][C:7]([C:5]2[NH:4][N:3]=[C:2]([CH:24]3[CH2:23][CH2:22][N:21]([C:15]4[CH:16]=[CH:17][CH:18]=[CH:19][CH:20]=4)[CH2:26][CH2:25]3)[C:6]=2[N:32]=[C:41]=[O:44])=[CH:8][CH:9]=1 |f:1.2,3.4|. Procedure details: 3-Amino-5-(4-chlorophenyl)pyrazole (23 mg) and 1-phenylpiperidine-4-carboxylic acid hydrochloride (28 mg) were dissolved in pyridine (5 ml) to which was subsequently added 1-(3-dimethylaminopropyl)-3-ethylcarbodiimide hydrochloride (35 mg), and the mixture was stirred overnight at room temperature. The reaction solution was diluted with ethyl acetate (30 ml), washed with water (30 ml), saturated aqueous sodium bicarbonate (30 ml) and saturated brine (30 ml) and then dried over anhydrous magnesiu... The reactants are C(C)N1CCOCC1 (N-ethylmorpholine), C1(CCCCC1)N=C=NC1CCCCC1 (dicyclohexylcarbodiimide), N([C@H](CCCC(=O)OC(C)(C)C)C(=O)O)C(=O)OCC1=CC=CC=C1 (Z-D-Aad(OBut)-OH), N[C@@H](C(C)C)C(=O)N[C@@H](CC1=CC=C(C=C1)OC(C)(C)C)C(=O)OC.Cl (H-Val-Tyr(But)-OMe.HCl), ON1N=NC2=C1C=CC=C2 (1-hydroxybenzotriazole). Run in CN(C=O)C (dimethylformamide). Reaction conditions: temperature 0 celsius, time 1 hour. The product is N([C@H](CCCC(=O)OC(C)(C)C)C(=O)N[C@@H](C(C)C)C(=O)N[C@@H](CC1=CC=C(C=C1)OC(C)(C)C)C(=O)OC)C(=O)OCC1=CC=CC=C1 (Z-D-Aad(OBut)-Val-Tyr(But)-OMe). As a reaction SMILES: C(N1CCOCC1)C.C1(N=C=NC2CCCCC2)CCCCC1.[NH:24]([C:39]([O:41][CH2:42][C:43]1[CH:48]=[CH:47][CH:46]=[CH:45][CH:44]=1)=[O:40])[C@@H:25]([C:36]([OH:38])=O)[CH2:26][CH2:27][CH2:28][C:29]([O:31][C:32]([CH3:35])([CH3:34])[CH3:33])=[O:30].[NH2:49][C@H:50]([C:54]([NH:56][C@H:57]([C:70]([O:72][CH3:73])=[O:71])[CH2:58][C:59]1[CH:64]=[CH:63][C:62]([O:65][C:66]([CH3:69])([CH3:68])[CH3:67])=[CH:61][CH:60]=1)=[O:55])[CH:51]([CH3:53])[CH3:52].Cl.ON1C2C=CC=CC=2N=N1>CN(C)C=O>[NH:24]([C:39]([O:41][CH2:42][C:43]1[CH:48]=[CH:47][CH:46]=[CH:45][CH:44]=1)=[O:40])[C@@H:25]([C:36]([NH:49][C@H:50]([C:54]([NH:56][C@H:57]([C:70]([O:72][CH3:73])=[O:71])[CH2:58][C:59]1[CH:60]=[CH:61][C:62]([O:65][C:66]([CH3:67])([CH3:68])[CH3:69])=[CH:63][CH:64]=1)=[O:55])[CH:51]([CH3:53])[CH3:52])=[O:38])[CH2:26][CH2:27][CH2:28][C:29]([O:31][C:32]([CH3:33])([CH3:34])[CH3:35])=[O:30] |f:3.4|. Reported procedure: 1.28 ml (10 mmoles) of N-ethylmorpholine and 2.1 g of dicyclohexylcarbodiimide are added at 0° C. to a solution in 20 ml of dimethylformamide of 3.54 g (10 mmoles) of Z-D-Aad(OBut)-OH, 3.86 g (10 mmoles) of H-Val-Tyr(But)-OMe.HCl and 1.35 g (10 mmoles) of 1-hydroxybenzotriazole. The mixture is stirred for 1 hour at 0° C. and then at room temperature. It is left to stand overnight and the precipitate is filtered off on the following day. The filtrate is concentrated in a high vacuum and the resid... The reactants are Cl.NO (hydroxylamine hydrochloride), C(C)(=O)[O-].[Na+] (sodium acetate), COC[C@@H](OC=1C=C(C=C(C1)OC1=CC=C(C=C1)S(=O)(=O)C)C1=CC=C(N1)C(C)=O)C (1-(5-{3-[(1S)-2-Methoxy-1-methylethoxy]-5-[4-(methylsulfonyl)phenoxy]phenyl}-1H-pyrrol-2-yl)ethanone). The solvent is ClCCl (dichloromethane), CO (methanol). The product is COC[C@@H](OC=1C=C(C=C(C1)OC1=CC=C(C=C1)S(=O)(=O)C)C1=CC=C(N1)/C(/C)=N/O)C ((1E)-1-(5-{3-[(1S)-2-Methoxy-1-methylethoxy]-5-[4-(methylsulfonyl)phenoxy]phenyl}-1H-pyrrol-2-yl)ethanone oxime). Isolated yield 41.9%. RXN SMILES: [CH3:1][O:2][CH2:3][C@H:4]([CH3:31])[O:5][C:6]1[CH:7]=[C:8]([C:23]2[NH:27][C:26]([C:28](=O)[CH3:29])=[CH:25][CH:24]=2)[CH:9]=[C:10]([O:12][C:13]2[CH:18]=[CH:17][C:16]([S:19]([CH3:22])(=[O:21])=[O:20])=[CH:15][CH:14]=2)[CH:11]=1.Cl.[NH2:33][OH:34].C([O-])(=O)C.[Na+]>CO.ClCCl>[CH3:1][O:2][CH2:3][C@H:4]([CH3:31])[O:5][C:6]1[CH:7]=[C:8]([C:23]2[NH:27][C:26](/[C:28](=[N:33]/[OH:34])/[CH3:29])=[CH:25][CH:24]=2)[CH:9]=[C:10]([O:12][C:13]2[CH:18]=[CH:17][C:16]([S:19]([CH3:22])(=[O:21])=[O:20])=[CH:15][CH:14]=2)[CH:11]=1 |f:1.2,3.4|. Procedure details: 1-(5-{3-[(1S)-2-Methoxy-1-methylethoxy]-5-[4-(methylsulfonyl)phenoxy]phenyl}-1H-pyrrol-2-yl)ethanone (117 mg, 0.26 mmol) synthesized in Example (15c) was dissolved in methanol (6 mL), and hydroxylamine hydrochloride (37 mg, 0.53 mmol) and sodium acetate (26 mg, 0.32 mmol) were added, followed by heating to reflux for 6 hours under nitrogen atmosphere. The reaction solution was diluted with dichloromethane (60 mL), washed with water and saturated brine, and subsequently dried over anhydrous magne...